This data is from the Open Reaction Database (ORD), a public repository of structured organic reaction records. The task is: describe an organic reaction: reactants, conditions, products, and yield Starting materials: ClC=1C=CC(N(C1)C1=NC=C(C=C1)C)=O (5-Chloro-5'-methyl-[1,2']bipyridinyl-2-one), ClN1C(CCC1=O)=O (N-chlorosuccinimide). Run in C(C)#N (acetonitrile). Yields the product CC=1C=CC(=NC1)N1C(C(=CC(=C1)Cl)Cl)=O (5'-Methyl-3,5-dichloro-[1,2']bipyridinyl-2-one). Reaction SMILES: [Cl:1][C:2]1[CH:3]=[CH:4][C:5](=[O:15])[N:6]([C:8]2[CH:13]=[CH:12][C:11]([CH3:14])=[CH:10][N:9]=2)[CH:7]=1.[Cl:16]N1C(=O)CCC1=O>C(#N)C>[CH3:14][C:11]1[CH:12]=[CH:13][C:8]([N:6]2[CH:7]=[C:2]([Cl:1])[CH:3]=[C:4]([Cl:16])[C:5]2=[O:15])=[N:9][CH:10]=1. Reported procedure: A solution of 5-Chloro-5'-methyl-[1,2']bipyridinyl-2-one from example 10 Step 1(2.00 g, 4.53 mmol) and N-chlorosuccinimide (1.21 g, 9.06 mmol) in acetonitrile (25 mL) was heated at reflux for 4 hrs. The solvent was evaporated in vacuo and the residue chromatographed (silica gel, EtOAc: CH2Cl2 10:90 to 30:70 gradient elution) to afford the title compound. Yields the product CCOCCCNC(=O)c1cc2[nH]nc(-c3cc4cc(CO)ccc4[nH]3)c2s1. The reactants are CCOCCCN, CO, CN(C)C=O, O, O=C(O)c1cc2[nH]nc(-c3cc4cc(CO)ccc4[nH]3)c2s1, On1nnc2ccccc21. Reaction SMILES: [CH2:38]([CH3:39])[O:40][CH2:41][CH2:42][CH2:43][NH2:44].[CH3:45][OH:46].[O:33]=[CH:34][N:35]([CH3:36])[CH3:37].[OH2:47].[OH:1][CH2:2][c:3]1[cH:4][c:5]2[cH:6][c:7](-[c:12]3[c:13]4[c:14]([nH:15][n:16]3)[cH:17][c:18]([C:20](=[O:21])[OH:22])[s:19]4)[nH:8][c:9]2[cH:10][cH:11]1.[OH:23][n:24]1[c:25]2[cH:26][cH:27][cH:28][cH:29][c:30]2[n:31][n:32]1>>[OH:1][CH2:2][c:3]1[cH:4][c:5]2[cH:6][c:7](-[c:12]3[c:13]4[c:14]([nH:15][n:16]3)[cH:17][c:18]([C:20](=[O:21])[NH:44][CH2:43][CH2:42][CH2:41][O:40][CH2:38][CH3:39])[s:19]4)[nH:8][c:9]2[cH:10][cH:11]1.